This data is from the Open Reaction Database (ORD), a public repository of structured organic reaction records. The task is: describe an organic reaction: reactants, conditions, products, and yield Starting materials: ClCCl, CCOC(=O)C1CCCCCCC(O)(C[Si](C)(C)C)C(=O)N1. Product: C=C1CCCCCCC(C(=O)OCC)NC1=O. As a reaction SMILES: [CH2:23]([Cl:24])[Cl:25].[CH3:1][Si:2]([CH3:4])([CH2:5][C:6]1([OH:3])[C:7](=[O:21])[NH:8][CH:9]([C:16](=[O:17])[O:18][CH2:19][CH3:20])[CH2:10][CH2:11][CH2:12][CH2:13][CH2:14][CH2:15]1)[CH3:22]>>[CH2:5]=[C:6]1[C:7](=[O:21])[NH:8][CH:9]([C:16](=[O:17])[O:18][CH2:19][CH3:20])[CH2:10][CH2:11][CH2:12][CH2:13][CH2:14][CH2:15]1.